From a dataset of the Open Reaction Database (ORD), a public repository of structured organic reaction records. describe an organic reaction: reactants, conditions, products, and yield Starting materials: ClC(Cl)Cl, Cn1c(=O)c(Oc2ccccc2F)cc2cnc(S(C)(=O)=O)nc21, NCc1ccccn1. The product is Cn1c(=O)c(Oc2ccccc2F)cc2cnc(NCc3ccccn3)nc21. Reaction SMILES: [CH:33]([Cl:34])([Cl:35])[Cl:36].[F:1][c:2]1[c:3]([O:4][c:5]2[cH:6][c:7]3[c:8]([n:9][c:10]([S:13]([CH3:14])(=[O:15])=[O:16])[n:11][cH:12]3)[n:17]([CH3:20])[c:18]2=[O:19])[cH:21][cH:22][cH:23][cH:24]1.[n:25]1[c:26]([CH2:31][NH2:32])[cH:27][cH:28][cH:29][cH:30]1>>[F:1][c:2]1[c:3]([O:4][c:5]2[cH:6][c:7]3[c:8]([n:9][c:10]([NH:32][CH2:31][c:26]4[n:25][cH:30][cH:29][cH:28][cH:27]4)[n:11][cH:12]3)[n:17]([CH3:20])[c:18]2=[O:19])[cH:21][cH:22][cH:23][cH:24]1. Reactants: CN(C)C(C#N)C1CCC2(OCCO2)CC1 (Dimethylamino-(1,4-dioxa-spiro[4.5]dec-8-yl)-acetonitrile), C1CCOC1 (THF), solution, FC=1C=C(C=CC1)[Mg]Br (3-fluorophenylmagnesium bromide), C1CCOC1 (THF), [Cl-].[NH4+] (ammonium chloride). Run in O (water), C(C)OCC (diethyl ether). Reaction conditions: time 20 hour. Product: O1CCOC12CCC(CC2)C(C2=CC(=CC=C2)F)N(C)C ([(1,4-Dioxa-spiro[4.5]dec-8-yl)-3-fluorophenyl-methyl]-dimethyl-amine). Reaction SMILES: [CH3:1][N:2]([CH:4]([CH:7]1[CH2:16][CH2:15][C:10]2([O:14][CH2:13][CH2:12][O:11]2)[CH2:9][CH2:8]1)[C:5]#N)[CH3:3].C1COCC1.[F:22][C:23]1[CH:24]=C([Mg]Br)[CH:26]=[CH:27][CH:28]=1.[Cl-].[NH4+]>C(OCC)C.O>[O:14]1[C:10]2([CH2:15][CH2:16][CH:7]([CH:4]([N:2]([CH3:3])[CH3:1])[C:5]3[CH:26]=[CH:27][CH:28]=[C:23]([F:22])[CH:24]=3)[CH2:8][CH2:9]2)[O:11][CH2:12][CH2:13]1 |f:3.4|. Reported procedure: A solution of the aminonitrile 3 (23.45 g, 104 mmol) in abs. THF (100 ml) was added dropwise, under argon and while cooling with ice, to a 1M solution of 3-fluorophenylmagnesium bromide in THF (208 ml, 208 mmol), and stirring was carried out for 20 h at RT. For working up the reaction mixture, saturated ammonium chloride solution (100 ml) and water (100 ml) were added, while cooling with ice, and extraction with diethyl ether (3×100 ml) was carried out. The organic phase was washed with water an...